From a dataset of the Open Reaction Database (ORD), a public repository of structured organic reaction records. describe an organic reaction: reactants, conditions, products, and yield The reactants are OCc1cc(O)ccc1Br, CCOC(C)=O, O=Cc1ccc(F)cc1, [K+], [K+], O=C([O-])[O-], CN(C)C=O, O. The product is O=Cc1ccc(Oc2ccc(Br)c(CO)c2)cc1. RXN SMILES: [Br:10][c:11]1[c:12]([CH2:18][OH:19])[cH:13][c:14]([OH:17])[cH:15][cH:16]1.[CH3:26][CH2:27][O:28][C:29]([CH3:30])=[O:31].[F:1][c:2]1[cH:3][cH:4][c:5]([CH:6]=[O:7])[cH:8][cH:9]1.[K+:20].[K+:21].[O-:22][C:23]([O-:24])=[O:25].[O:32]=[CH:33][N:34]([CH3:35])[CH3:36].[OH2:37]>>[c:2]1([O:17][c:14]2[cH:13][c:12]([CH2:18][OH:19])[c:11]([Br:10])[cH:16][cH:15]2)[cH:3][cH:4][c:5]([CH:6]=[O:7])[cH:8][cH:9]1.